This data is from the Open Reaction Database (ORD), a public repository of structured organic reaction records. The task is: describe an organic reaction: reactants, conditions, products, and yield Starting materials: CNC(C1=C(C=CC=C1)C)=O (N-methyl-2-methylbenzamide), C(CCC)C1=CC=C(C#N)C=C1 (4-(n-butyl)benzonitrile). Yields the product C(CCC)C1=CC=C(C=C1)C=1NC(C2=CC=CC=C2C1)=O (3-[4-(n-butyl)phenyl]isoquinolin-1-one). Yield: 31.5%. RXN SMILES: [CH3:1][NH:2][C:3](=[O:11])[C:4]1[CH:9]=[CH:8][CH:7]=[CH:6][C:5]=1[CH3:10].[CH2:12]([C:16]1[CH:23]=[CH:22][C:19](C#N)=[CH:18][CH:17]=1)[CH2:13][CH2:14][CH3:15]>>[CH2:12]([C:16]1[CH:23]=[CH:22][C:19]([C:1]2[NH:2][C:3](=[O:11])[C:4]3[C:5]([CH:10]=2)=[CH:6][CH:7]=[CH:8][CH:9]=3)=[CH:18][CH:17]=1)[CH2:13][CH2:14][CH3:15]. Reported procedure: According to the method of Example 10-1, N-methyl-2-methylbenzamide (4.28 g) and 4-(n-butyl)benzonitrile (4.57 g) were reacted, to give 3-[4-(n-butyl)phenyl]isoquinolin-1-one (2.51 g).